From a dataset of the Open Reaction Database (ORD), a public repository of structured organic reaction records. describe an organic reaction: reactants, conditions, products, and yield Starting materials: C(C)(C)(C)OC(C1=C(C=C(C=C1)OCCO/N=C/C1=CC=C(C=C1)C(C)(C)C)OC(C1=CC=C(C=C1)C(F)(F)F)=O)=O (4-{2-[({(E)-[4-(tert-butyl)phenyl]methylidene}amino)oxy]ethoxy}-2-{[4-(trifluoromethyl)benzoyl]oxy}benzoic acid tert-butyl ester), FC(C(=O)O)(F)F (trifluoroacetic acid). Run in [Cl-].[Na+].O (brine), C(Cl)Cl (methylene chloride). Conditions: time 8 hour. Product: C(C)(C)(C)C1=CC=C(C=C1)\C=N\OCCOC1=CC(=C(C(=O)O)C=C1)OC(C1=CC=C(C=C1)C(F)(F)F)=O (4-{2-[({(E)-[4-(tert-Butyl)phenyl]methylidene}amino)oxy]ethoxy}-2-{[4-(trifluoromethyl)benzoyl]oxy}benzoic Acid). The yield is 85.8%. Reaction SMILES: C([O:5][C:6](=[O:42])[C:7]1[CH:12]=[CH:11][C:10]([O:13][CH2:14][CH2:15][O:16]/[N:17]=[CH:18]/[C:19]2[CH:24]=[CH:23][C:22]([C:25]([CH3:28])([CH3:27])[CH3:26])=[CH:21][CH:20]=2)=[CH:9][C:8]=1[O:29][C:30](=[O:41])[C:31]1[CH:36]=[CH:35][C:34]([C:37]([F:40])([F:39])[F:38])=[CH:33][CH:32]=1)(C)(C)C.FC(F)(F)C(O)=O>C(Cl)Cl.[Cl-].[Na+].O>[C:25]([C:22]1[CH:23]=[CH:24][C:19](/[CH:18]=[N:17]/[O:16][CH2:15][CH2:14][O:13][C:10]2[CH:11]=[CH:12][C:7]([C:6]([OH:42])=[O:5])=[C:8]([O:29][C:30](=[O:41])[C:31]3[CH:32]=[CH:33][C:34]([C:37]([F:39])([F:40])[F:38])=[CH:35][CH:36]=3)[CH:9]=2)=[CH:20][CH:21]=1)([CH3:28])([CH3:26])[CH3:27] |f:3.4.5|. Procedure details: To a solution of 4-{2-[({(E)-[4-(tert-butyl)phenyl]methylidene}amino)oxy]ethoxy}-2-{[4-(trifluoromethyl)benzoyl]oxy}benzoic acid tert-butyl ester (0.387 g, 0.66 mmol) in methylene chloride (15 mL) was added trifluoroacetic acid (0.400 mL, 2.83 mmol). The reaction was stirred at room temperature overnight, poured into brine and the aqueous layer extracted with ethyl acetate. The combined organics dried over anhydrous magnesium sulfate and concentrated in vacuo. The residue was purified by flash c...